Dataset: the Open Reaction Database (ORD), a public repository of structured organic reaction records. Task: describe an organic reaction: reactants, conditions, products, and yield Starting materials: CC(C)(C)C(=O)Oc1cccc2ccccc12 (substrate), F[B-](F)(F)c1ccncc1.[K+] (effective_coupling_partner). The reagents and catalysts are PCy3. Run at temperature 110 celsius, time 4 hour. The product is c3ccc2c(c1ccncc1)cccc2c3.